From a dataset of the Open Reaction Database (ORD), a public repository of structured organic reaction records. describe an organic reaction: reactants, conditions, products, and yield Reactants: CCO, O=C[O-], [NH4+], CCOC(=O)C1=C(O)c2cc3ccccc3n2CC1. Yields the product CCOC(=O)C1CCn2c(cc3ccccc32)C1O. As a reaction SMILES: [CH3:24][CH2:25][OH:26].[CH:20]([O-:21])=[O:22].[NH4+:23].[OH:1][C:2]1=[C:3]([C:15](=[O:16])[O:17][CH2:18][CH3:19])[CH2:4][CH2:5][n:6]2[c:7]1[cH:8][c:9]1[cH:10][cH:11][cH:12][cH:13][c:14]21>>[OH:1][CH:2]1[CH:3]([C:15](=[O:16])[O:17][CH2:18][CH3:19])[CH2:4][CH2:5][n:6]2[c:7]1[cH:8][c:9]1[cH:10][cH:11][cH:12][cH:13][c:14]21.